From a dataset of the Open Reaction Database (ORD), a public repository of structured organic reaction records. describe an organic reaction: reactants, conditions, products, and yield Reactants: CCOC(=O)c1ccc(-c2c(F)cccc2F)nc1, CO, [Na+], [OH-]. Product: O=C(O)c1ccc(-c2c(F)cccc2F)nc1. RXN SMILES: [CH2:1]([CH3:2])[O:3][C:4](=[O:5])[c:6]1[cH:7][n:8][c:9](-[c:12]2[c:13]([F:19])[cH:14][cH:15][cH:16][c:17]2[F:18])[cH:10][cH:11]1.[CH3:22][OH:23].[Na+:21].[OH-:20]>>[O:3]=[C:4]([OH:5])[c:6]1[cH:7][n:8][c:9](-[c:12]2[c:13]([F:19])[cH:14][cH:15][cH:16][c:17]2[F:18])[cH:10][cH:11]1. Reactants: C, COc1ccc(CC2SC(=O)NC2=O)c2c1N(Cc1ccc([N+](=O)[O-])cc1)C(=O)CC2, CN(C)C=O, [Pd]. The product is COc1ccc(CC2SC(=O)NC2=O)c2c1N(Cc1ccc(N)cc1)C(=O)CC2. Reaction SMILES: [C:32].[CH3:1][O:2][c:3]1[cH:4][cH:5][c:6]([CH2:24][CH:25]2[C:26](=[O:31])[NH:27][C:28](=[O:30])[S:29]2)[c:7]2[c:12]1[N:11]([CH2:13][c:14]1[cH:15][cH:16][c:17]([N+:20]([O-:21])=[O:22])[cH:18][cH:19]1)[C:10](=[O:23])[CH2:9][CH2:8]2.[O:34]=[CH:35][N:36]([CH3:37])[CH3:38].[Pd:33]>>[CH3:1][O:2][c:3]1[cH:4][cH:5][c:6]([CH2:24][CH:25]2[C:26](=[O:31])[NH:27][C:28](=[O:30])[S:29]2)[c:7]2[c:12]1[N:11]([CH2:13][c:14]1[cH:15][cH:16][c:17]([NH2:20])[cH:18][cH:19]1)[C:10](=[O:23])[CH2:9][CH2:8]2. The reactants are COC(C)(C)OC, CC(C)=O, CS(=O)(=O)O, CC(C)N(C(=O)CC(O)CC(O)CCl)C(C)C. Yields the product CC(C)N(C(=O)CC1CC(CCl)OC(C)(C)O1)C(C)C. RXN SMILES: [CH3:1][O:2][C:3]([CH3:4])([CH3:5])[O:6][CH3:7].[CH3:30][C:31](=[O:32])[CH3:33].[CH3:8][S:9]([OH:10])(=[O:11])=[O:12].[Cl:13][CH2:14][CH:15]([CH2:16][CH:17]([CH2:18][C:19](=[O:20])[N:21]([CH:22]([CH3:23])[CH3:24])[CH:25]([CH3:26])[CH3:27])[OH:28])[OH:29]>>[C:3]1([CH3:4])([CH3:5])[O:28][CH:17]([CH2:18][C:19](=[O:20])[N:21]([CH:22]([CH3:23])[CH3:24])[CH:25]([CH3:26])[CH3:27])[CH2:16][CH:15]([CH2:14][Cl:13])[O:29]1. The reactants are CCO, O=C(CCl)N(CCl)c1ccccc1, N. Yields the product CCOCN(C(=O)CCl)c1ccccc1. RXN SMILES: [CH3:15][CH2:16][OH:17].[Cl:1][CH2:2][N:3]([c:4]1[cH:5][cH:6][cH:7][cH:8][cH:9]1)[C:10]([CH2:11][Cl:12])=[O:13].[NH3:14]>>[CH2:2]([N:3]([c:4]1[cH:5][cH:6][cH:7][cH:8][cH:9]1)[C:10]([CH2:11][Cl:12])=[O:13])[O:17][CH2:16][CH3:15]. Starting materials: BrCBr, CC(C)CCON=O, COC(=O)c1nc(-c2ccc(Cl)cc2)c(N)nc1C(F)(F)F, C[Si](C)(C)Br. Yields the product COC(=O)c1nc(-c2ccc(Cl)cc2)c(Br)nc1C(F)(F)F. RXN SMILES: [Br:36][CH2:37][Br:38].[CH2:23]([O:24][N:25]=[O:26])[CH2:27][CH:28]([CH3:29])[CH3:30].[CH3:1][O:2][C:3](=[O:4])[c:5]1[n:6][c:7](-[c:16]2[cH:17][cH:18][c:19]([Cl:22])[cH:20][cH:21]2)[c:8]([NH2:15])[n:9][c:10]1[C:11]([F:12])([F:13])[F:14].[CH3:31][Si:32]([Br:33])([CH3:34])[CH3:35]>>[CH3:1][O:2][C:3](=[O:4])[c:5]1[n:6][c:7](-[c:16]2[cH:17][cH:18][c:19]([Cl:22])[cH:20][cH:21]2)[c:8]([Br:33])[n:9][c:10]1[C:11]([F:12])([F:13])[F:14]. Starting materials: CC(=O)OO, CC(=O)O, Ic1ccccc1. Yields the product CC(=O)Oc1ccccc1. Reaction SMILES: [C:1]([CH3:2])(=[O:3])[O:4][OH:5].[CH3:13][C:14](=[O:15])[OH:16].[c:6]1([I:12])[cH:7][cH:8][cH:9][cH:10][cH:11]1>>[C:1]([CH3:2])(=[O:3])[O:4][c:6]1[cH:7][cH:8][cH:9][cH:10][cH:11]1. The reactants are Cl (hydrochloric acid), S(O)(=O)(=O)Cl (chlorosulfuric acid), C1CS1 (ethylene sulfide), CNC(=O)NC1=CC(=C(C=C1)Cl)Cl (N-methyl-N'-(3,4-dichlorophenyl)-urea). Run in C(Cl)Cl (methylene chloride), O (water), C(Cl)Cl (methylene chloride), N1=CC=CC=C1 (pyridine). Conditions: temperature 0 celsius, time 10 minute. Yields the product ClCCSN(C(=O)NC1=CC(=C(C=C1)Cl)Cl)C (N-(2-chloroethylthio)-N-methyl-N'-(3,4-dichlorophenyl)-urea). As a reaction SMILES: S(Cl)(=O)(=O)O.[CH2:6]1[S:8][CH2:7]1.[CH3:9][NH:10][C:11]([NH:13][C:14]1[CH:19]=[CH:18][C:17]([Cl:20])=[C:16]([Cl:21])[CH:15]=1)=[O:12].[ClH:22]>N1C=CC=CC=1.C(Cl)Cl.O>[Cl:22][CH2:7][CH2:6][S:8][N:10]([CH3:9])[C:11]([NH:13][C:14]1[CH:19]=[CH:18][C:17]([Cl:20])=[C:16]([Cl:21])[CH:15]=1)=[O:12]. Procedure: 27 g of chlorosulfuric acid were slowly added at 0° C to a mixture of 12 g of ethylene sulfide and 200 ml of methylene chloride and the mixture was stirred at 0° C for 10 minutes and was then cooled to -20° C. A mixture of 32.6 g of N-methyl-N'-(3,4-dichlorophenyl)-urea in 210 ml of pyridine was added to the reaction mixture after which the temperature returned to 0° C. The mixture was stirred at 0° C for 10 minutes and was then poured into a mixture of ice, water, hydrochloric acid and methylen... The reactants are CCCCOCCOc1ccc(-c2ccc3c(c2)C=C(C(=O)Nc2ccc(SCc4cncn4CCC)nc2)CCN3CCC)cc1, ClCCl, O=C(OO)c1cccc(Cl)c1, [Na+], [Na+], O=S([O-])([O-])=S. Yields the product CCCCOCCOc1ccc(-c2ccc3c(c2)C=C(C(=O)Nc2ccc(S(=O)Cc4cncn4CCC)nc2)CCN3CCC)cc1. RXN SMILES: [CH2:1]([CH2:2][CH2:3][CH3:4])[O:5][CH2:6][CH2:7][O:8][c:9]1[cH:10][cH:11][c:12](-[c:15]2[cH:16][cH:17][c:18]3[c:19]([cH:47]2)[CH:20]=[C:21]([C:28](=[O:29])[NH:30][c:31]2[cH:32][n:33][c:34]([S:37][CH2:38][c:39]4[cH:40][n:41][cH:42][n:43]4[CH2:44][CH2:45][CH3:46])[cH:35][cH:36]2)[CH2:22][CH2:23][N:24]3[CH2:25][CH2:26][CH3:27])[cH:13][cH:14]1.[CH2:66]([Cl:67])[Cl:68].[Cl:48][c:49]1[cH:50][cH:51][cH:52][c:53]([C:54]([O:55][OH:57])=[O:56])[cH:58]1.[Na+:64].[Na+:65].[S:59]([O-:60])([O-:61])(=[O:62])=[S:63]>>[CH2:1]([CH2:2][CH2:3][CH3:4])[O:5][CH2:6][CH2:7][O:8][c:9]1[cH:10][cH:11][c:12](-[c:15]2[cH:16][cH:17][c:18]3[c:19]([cH:47]2)[CH:20]=[C:21]([C:28](=[O:29])[NH:30][c:31]2[cH:32][n:33][c:34]([S:37]([CH2:38][c:39]4[cH:40][n:41][cH:42][n:43]4[CH2:44][CH2:45][CH3:46])=[O:56])[cH:35][cH:36]2)[CH2:22][CH2:23][N:24]3[CH2:25][CH2:26][CH3:27])[cH:13][cH:14]1. The reactants are OC(=O)C(F)(F)F.OC(=O)C(F)(F)F.C12CN(CC(CC1)O2)C2=NC(=NC(=N2)N2CCNCC2)C2=CC=C(C=C2)NC(=O)NC2=CC=NC=C2 (1-(4-(4-(8-oxa-3-azabicyclo[3.2.1]octan-3-yl)-6-(piperazin-1-yl)-1,3,5-triazin-2-yl)phenyl)-3-(pyridin-4-yl)urea-2TFA), C(C)(=O)Cl (acetyl chloride). Run in ClCCl (dichloromethane), C(C)N(CC)CC (triethylamine). Product: C(C)(=O)N1CCN(CC1)C1=NC(=NC(=N1)N1CC2CCC(C1)O2)C2=CC=C(C=C2)NC(=O)NC2=CC=NC=C2 (1-{4-[4-(4-acetylpiperazin-1-yl)-6-(8-oxa-3-azabicyclo[3.2.1]oct-3-yl)-1,3,5-triazin-2-yl]phenyl}-3-pyridin-4-ylurea), C(=O)(C(F)(F)F)O (TFA). RXN SMILES: [OH:1][C:2]([C:4](F)(F)F)=O.[OH:8][C:9]([C:11]([F:14])([F:13])[F:12])=[O:10].[CH:15]12[O:22][CH:19]([CH2:20][CH2:21]1)[CH2:18][N:17]([C:23]1[N:28]=[C:27]([N:29]3[CH2:34][CH2:33][NH:32][CH2:31][CH2:30]3)[N:26]=[C:25]([C:35]3[CH:40]=[CH:39][C:38]([NH:41][C:42]([NH:44][C:45]4[CH:50]=[CH:49][N:48]=[CH:47][CH:46]=4)=[O:43])=[CH:37][CH:36]=3)[N:24]=1)[CH2:16]2.C(Cl)(=O)C>ClCCl.C(N(CC)CC)C>[C:2]([N:32]1[CH2:33][CH2:34][N:29]([C:27]2[N:28]=[C:23]([N:17]3[CH2:16][CH:15]4[O:22][CH:19]([CH2:20][CH2:21]4)[CH2:18]3)[N:24]=[C:25]([C:35]3[CH:36]=[CH:37][C:38]([NH:41][C:42]([NH:44][C:45]4[CH:46]=[CH:47][N:48]=[CH:49][CH:50]=4)=[O:43])=[CH:39][CH:40]=3)[N:26]=2)[CH2:30][CH2:31]1)(=[O:1])[CH3:4].[C:9]([OH:10])([C:11]([F:14])([F:13])[F:12])=[O:8] |f:0.1.2|. Procedure: 1-(4-(4-(8-oxa-3-azabicyclo[3.2.1]octan-3-yl)-6-(piperazin-1-yl)-1,3,5-triazin-2-yl)phenyl)-3-(pyridin-4-yl)urea-2TFA (230 mg) in dichloromethane (4 mL) and triethylamine (1 mL) was treated with acetyl chloride. The mixture was concentrated to dryness and purified on HPLC to give the title compound as its TFA salt; MS (ES+) 530.3 (M+H)+.